Dataset: the Open Reaction Database (ORD), a public repository of structured organic reaction records. Task: describe an organic reaction: reactants, conditions, products, and yield Reactants: C(C1=CC=CC=C1)C=1SC=CC1 (2-benzylthiophene), ClC1=NC=CC=N1 (2-chloropyrimidine). Yields the product C(C1=CC=CC=C1)C1=CC=C(S1)C1=NC(=NC=C1)Cl (4-(5-Benzylthiophen-2-yl)-2-chloro-pyrimidine). Reaction SMILES: [CH2:1]([C:8]1[S:9][CH:10]=[CH:11][CH:12]=1)[C:2]1[CH:7]=[CH:6][CH:5]=[CH:4][CH:3]=1.[Cl:13][C:14]1[N:19]=[CH:18][CH:17]=[CH:16][N:15]=1>>[CH2:1]([C:8]1[S:9][C:10]([C:16]2[CH:17]=[CH:18][N:19]=[C:14]([Cl:13])[N:15]=2)=[CH:11][CH:12]=1)[C:2]1[CH:7]=[CH:6][CH:5]=[CH:4][CH:3]=1. Procedure details: The title compound was prepared from 2-benzylthiophene and 2-chloropyrimidine in a manner analogous to Example 255, Step 1. MS (M+H)+ 287.